Task: describe an organic reaction: reactants, conditions, products, and yield. Dataset: the Open Reaction Database (ORD), a public repository of structured organic reaction records Starting materials: C(C)OC(COC1=CC(=CC=C1)NC(C1=C(C=CC(=C1)Br)F)=O)=O ([3-(5-Bromo-2-fluoro-benzoylamino)-phenoxy]-acetic acid ethyl ester), FC1=CC=C(C=C1)B(O)O (4-fluoro-phenylboronic acid), ester. The product is C(C)OC(COC1=CC(=CC=C1)NC(=O)C=1C=C(C=CC1F)C1=CC=C(C=C1)F)=O ({3-[(4,4′-Difluoro-biphenyl-3-carbonyl)-amino]-phenoxy}-acetic acid ethyl ester). As a reaction SMILES: [CH2:1]([O:3][C:4](=[O:24])[CH2:5][O:6][C:7]1[CH:12]=[CH:11][CH:10]=[C:9]([NH:13][C:14](=[O:23])[C:15]2[CH:20]=[C:19](Br)[CH:18]=[CH:17][C:16]=2[F:22])[CH:8]=1)[CH3:2].[F:25][C:26]1[CH:31]=[CH:30][C:29](B(O)O)=[CH:28][CH:27]=1>>[CH2:1]([O:3][C:4](=[O:24])[CH2:5][O:6][C:7]1[CH:12]=[CH:11][CH:10]=[C:9]([NH:13][C:14]([C:15]2[CH:20]=[C:19]([C:29]3[CH:30]=[CH:31][C:26]([F:25])=[CH:27][CH:28]=3)[CH:18]=[CH:17][C:16]=2[F:22])=[O:23])[CH:8]=1)[CH3:2]. Procedure details: The phenyl bromide (139) (100 mg, 0.25 mmol) was coupled to 4-fluoro-phenylboronic acid (33 mg, 0.23 mmol) using Method E. During this reaction, partial hydrolysis occurred. The residue was extracted using Work-up E1 to give a mixture of acid and ester, which was used without further purification. Starting materials: C(=O)(OC)C=1C=C(C=CC1C(=O)OC)C1=CC(=C(C=C1)C(=O)O)C(=O)O (3,4-dicarbomethoxybiphenyl-3′,4′-dicarboxylic acid), Cl (hydrochloric acid). Product: C1(=CC(=C(C=C1)C(=O)O)C(=O)O)C1=CC(=C(C=C1)C(=O)O)C(=O)O (3,4,3′,4′-biphenyltetracarboxylic acid). RXN SMILES: [C:1]([C:5]1[CH:6]=[C:7]([C:15]2[CH:20]=[CH:19][C:18]([C:21]([OH:23])=[O:22])=[C:17]([C:24]([OH:26])=[O:25])[CH:16]=2)[CH:8]=[CH:9][C:10]=1[C:11]([O:13]C)=[O:12])([O:3]C)=[O:2].Cl>>[C:7]1([C:15]2[CH:20]=[CH:19][C:18]([C:21]([OH:23])=[O:22])=[C:17]([C:24]([OH:26])=[O:25])[CH:16]=2)[CH:8]=[CH:9][C:10]([C:11]([OH:13])=[O:12])=[C:5]([C:1]([OH:3])=[O:2])[CH:6]=1. Procedure: The 3,4-dicarbomethoxy-biphenyl-3′,4′-dicarboxylic acid obtained in Example 3-1 was reacted with concentrated hydrochloric acid to obtain 3,4,3′,4′-biphenyltetracarboxylic acid (s-BPTA). Then, the obtained 3,4,3′,4′-biphenyltetracarboxylic acid was reacted in acetic anhydride under heating, to obtain a 3,4,3,4′-biphenyltetracarboxylic acid anhydride (s-BPDA). The reactants are CCOCCO, O=[N+]([O-])c1cccnc1Cl, Cc1ccc(N)cc1F, O. The product is Cc1ccc(Nc2ncccc2[N+](=O)[O-])cc1F. Reaction SMILES: [CH3:21][CH2:22][O:23][CH2:24][CH2:25][OH:26].[Cl:1][c:2]1[n:3][cH:4][cH:5][cH:6][c:7]1[N+:8](=[O:9])[O-:10].[F:11][c:12]1[cH:13][c:14]([NH2:15])[cH:16][cH:17][c:18]1[CH3:19].[OH2:20]>>[c:2]1([NH:15][c:14]2[cH:13][c:12]([F:11])[c:18]([CH3:19])[cH:17][cH:16]2)[n:3][cH:4][cH:5][cH:6][c:7]1[N+:8](=[O:9])[O-:10]. The reactants are CC(C)(C)N1CC(N=[N+]=[N-])CC1C(=O)NC(=O)OCc1ccccc1, C1CCOC1. Product: CC(C)(C)N1CC(N)CC1C(=O)NC(=O)OCc1ccccc1. As a reaction SMILES: [CH2:1]([c:2]1[cH:3][cH:4][cH:5][cH:6][cH:7]1)[O:8][C:9](=[O:10])[NH:11][C:12]([CH:13]1[N:14]([C:21]([CH3:22])([CH3:23])[CH3:24])[CH2:15][CH:16]([N:18]=[N+:19]=[N-:20])[CH2:17]1)=[O:25].[O:26]1[CH2:27][CH2:28][CH2:29][CH2:30]1>>[CH2:1]([c:2]1[cH:3][cH:4][cH:5][cH:6][cH:7]1)[O:8][C:9](=[O:10])[NH:11][C:12]([CH:13]1[N:14]([C:21]([CH3:22])([CH3:23])[CH3:24])[CH2:15][CH:16]([NH2:18])[CH2:17]1)=[O:25]. Yields the product [Cl-].[Mg+2].ClC=1C=CC=C(C1)Cl.[Cl-] (3,5-Dichlorobenzene Magnesium Chloride). Starting materials: ClC1=CC(=CC(=C1)Cl)Cl (1,3,5-trichlorobenzene), [K] (potassium), [Na] (sodium), [Cl-].[Mg+2].[Cl-] (magnesium chloride). As a reaction SMILES: [K].[Na].[Cl-:3].[Mg+2:4].[Cl-].[Cl:6][C:7]1[CH:12]=[C:11](Cl)[CH:10]=[C:9]([Cl:14])[CH:8]=1>O1CCCC1.Cl[Ni](Cl)([P](C1C=CC=CC=1)(C1C=CC=CC=1)C1C=CC=CC=1)[P](C1C=CC=CC=1)(C1C=CC=CC=1)C1C=CC=CC=1>[Cl-:6].[Mg+2:4].[Cl:6][C:7]1[CH:12]=[CH:11][CH:10]=[C:9]([Cl:14])[CH:8]=1.[Cl-:3] |f:2.3.4,8.9.10.11,^1:0,1,22,41|. Reagents/catalysts: Cl[Ni]([P](C1=CC=CC=C1)(C2=CC=CC=C2)C3=CC=CC=C3)([P](C4=CC=CC=C4)(C5=CC=CC=C5)C6=CC=CC=C6)Cl (bis(triphenylphosphine)nickel dichloride). Reported procedure: A mixture of 5 g of potassium and sodium alloy (56:44) and 8.89 g of anhydrous magnesium chloride in 200 ml tetrahydrofuran (THF) was stirred at room temperature for one hour before refluxing for two hours. After cooling to room temperature, 13.64 g of 1,3,5-trichlorobenzene in 50 ml of THF was added over 1.5 hours during which time the reaction temperature was maintained below 35° C. The solution was then stirred for 10 hours at room temperature after which 105 mg of bis(triphenylphosphine)nick... Run at time 1 hour. Run in O1CCCC1 (THF), O1CCCC1 (tetrahydrofuran). Starting materials: Clc1cccc(CBr)c1, CCOC(C)=O, [H-], Nc1ncccc1O, [Na+], CN(C)C=O, O. Yields the product Nc1ncccc1OCc1cccc(Cl)c1. As a reaction SMILES: [Br:16][CH2:17][c:18]1[cH:19][c:20]([Cl:24])[cH:21][cH:22][cH:23]1.[CH3:25][CH2:26][O:27][C:28]([CH3:29])=[O:30].[H-:15].[NH2:1][c:2]1[n:3][cH:4][cH:5][cH:6][c:7]1[OH:8].[Na+:14].[O:9]=[CH:10][N:11]([CH3:12])[CH3:13].[OH2:31]>>[NH2:1][c:2]1[n:3][cH:4][cH:5][cH:6][c:7]1[O:8][CH2:17][c:18]1[cH:19][c:20]([Cl:24])[cH:21][cH:22][cH:23]1. The reactants are Brc1ccc(Br)nc1, ClCCl, Cc1ccccc1, [Li]CCCC, [Na+], O=C([O-])O, O=C1CCC2(CC1)OCCO2. Yields the product OC1(c2ccc(Br)cn2)CCC2(CC1)OCCO2. RXN SMILES: [Br:1][c:2]1[n:3][cH:4][c:5]([Br:8])[cH:6][cH:7]1.[CH2:37]([Cl:38])[Cl:39].[CH3:30][c:31]1[cH:32][cH:33][cH:34][cH:35][cH:36]1.[CH3:9][CH2:10][CH2:11][CH2:12][Li:13].[Na+:29].[O-:25][C:26]([OH:27])=[O:28].[O:14]1[CH2:15][CH2:16][O:17][C:18]12[CH2:19][CH2:20][C:21](=[O:24])[CH2:22][CH2:23]2>>[c:2]1([C:21]2([OH:24])[CH2:20][CH2:19][C:18]3([O:14][CH2:15][CH2:16][O:17]3)[CH2:23][CH2:22]2)[n:3][cH:4][c:5]([Br:8])[cH:6][cH:7]1.